From a dataset of the Open Reaction Database (ORD), a public repository of structured organic reaction records. describe an organic reaction: reactants, conditions, products, and yield Reaction conditions: time 1.5 hour. The yield is 52.0%. Run in O1CCCC1 (tetrahydrofuran). The reactants are C1(CCCCC1)C(=O)Cl (cyclohexanecarbonyl chloride), solution, [Br-].C(C1=CC=CC=C1)[Zn+] (benzyl zinc bromide), dichloride. RXN SMILES: [Br-].[CH2:2]([Zn+])[C:3]1[CH:8]=[CH:7][CH:6]=[CH:5][CH:4]=1.[CH:10]1([C:16](Cl)=[O:17])[CH2:15][CH2:14][CH2:13][CH2:12][CH2:11]1>O1CCCC1>[CH:10]1([C:16]([CH2:2][C:3]2[CH:8]=[CH:7][CH:6]=[CH:5][CH:4]=2)=[O:17])[CH2:15][CH2:14][CH2:13][CH2:12][CH2:11]1 |f:0.1|. Procedure details: To a solution of 11 ml of 0.5 M solution of benzyl zinc bromide in anhydrous tetrahydrofuran were added at 0° C. 5 mg of bis-triphenylphospinepalladium dichloride and 0.66 ml of cyclohexanecarbonyl chloride. The mixture was stirred at r.t. for 1.5 h, quenched with a saturated solution of ammonium chloride and extracted with ethyl acetate. The collected organic layers were washed with water, dried (Na2SO4) and the solvent was evaporated under vacuum. The crude was purified by flash chromatography... The product is C1(CCCCC1)C(=O)CC1=CC=CC=C1 (Benzyl Cyclohexyl Ketone).